describe an organic reaction: reactants, conditions, products, and yield From a dataset of the Open Reaction Database (ORD), a public repository of structured organic reaction records. The reactants are C1(=C(C=CC=C1)S(=O)(=O)N=C([S-])[S-])C1=CC=CC=C1.[K+].[K+] (potassium N-(2-biphenylylsulfonyl)carbonimidodithioate), S(=O)(Cl)Cl (thionyl chloride). Run in C1(=CC=CC=C1)C (toluene). Conditions: time 2 hour. The product is C1(=CC=CC=C1)C1=C(C=CC=C1)S(=O)(=O)N=C=S (2-phenylbenzenesulfonyl isothiocyanate). Reaction SMILES: [C:1]1([C:14]2[CH:19]=[CH:18][CH:17]=[CH:16][CH:15]=2)[CH:6]=[CH:5][CH:4]=[CH:3][C:2]=1[S:7]([N:10]=[C:11]([S-])[S-:12])(=[O:9])=[O:8].[K+].[K+].S(Cl)(Cl)=O>C1(C)C=CC=CC=1>[C:14]1([C:1]2[CH:6]=[CH:5][CH:4]=[CH:3][C:2]=2[S:7]([N:10]=[C:11]=[S:12])(=[O:9])=[O:8])[CH:15]=[CH:16][CH:17]=[CH:18][CH:19]=1 |f:0.1.2|. Reported procedure: 77 g of potassium N-(2-biphenylylsulfonyl)carbonimidodithioate prepared in accordance with Example 2 was suspended in 100 ml of toluene, and 37 ml of thionyl chloride was added to the suspension at 0° to 10° C. over the course of 1 hour. After the addition, the mixture was stirred at room temperature for 2 hours. The reaction mixture was filtered, and the filtrate was concentrated under reduced pressure. Distillation at reduced pressure gave 2-phenylbenzenesulfonyl isothiocyanate. On the other h... The reactants are CC=1C2=CC=CC=C2N=C2C=CC=CC12 (9-methylacridine), [N+](=O)([O-])C1=CC=C(C=O)C=C1 (4-nitrobenzaldehyde). The reagents and catalysts are [Cl-].[Zn+2].[Cl-] (zinc chloride). The solvent is O1CCCC1 (tetrahydrofuran), O (water). Reaction conditions: temperature 130 celsius. Yields the product [N+](=O)([O-])C1=CC=C(C=CC=2C3=CC=CC=C3N=C3C=CC=CC23)C=C1 (9-(4-nitrostyryl)acridine). Isolated yield 35.0%. As a reaction SMILES: [CH3:1][C:2]1[C:3]2[C:8]([N:9]=[C:10]3[C:15]=1[CH:14]=[CH:13][CH:12]=[CH:11]3)=[CH:7][CH:6]=[CH:5][CH:4]=2.[N+:16]([C:19]1[CH:26]=[CH:25][C:22]([CH:23]=O)=[CH:21][CH:20]=1)([O-:18])=[O:17]>O1CCCC1.O.[Cl-].[Zn+2].[Cl-]>[N+:16]([C:19]1[CH:26]=[CH:25][C:22]([CH:23]=[CH:1][C:2]2[C:15]3[C:10]([N:9]=[C:8]4[C:3]=2[CH:4]=[CH:5][CH:6]=[CH:7]4)=[CH:11][CH:12]=[CH:13][CH:14]=3)=[CH:21][CH:20]=1)([O-:18])=[O:17] |f:4.5.6|. Procedure: A mixture of 9-methylacridine (4.83 g, 25.0 mmol), 4-nitrobenzaldehyde (4.23 g, 31.25 mmol) and zinc chloride (5.06 g, 31.25 mmol) is heated at 130° C. for 3 hours with an oil bath. The solid recovered is heated in a solution of sodium metabisulfite in order to eliminate the excess aldehyde and the hot mixture is filtered. Precipitates obtained are dissolved in a minimum amount of tetrahydrofuran and water is added to the solution so as to obtain the product in the form of precipitates. These pr... Starting materials: COC=1C=CC(=CC1O)C2=CC(=O)C=3C(=CC(=CC3O2)O)O (diosmetin), C(C#C)Br (propargyl bromide). Product: C(C#C)OC1=CC(=CC2=C1C(C=C(O2)C2=CC(=C(C=C2)OC)OCC#C)=O)OCC#C (5,7-bis-Propargyloxy-2-(4-methoxy-3-propargyloxyphenyl)-4H-1-benzopyran-4-one). As a reaction SMILES: [CH3:1][O:2][C:3]1[CH:4]=[CH:5][C:6]([C:10]2[O:20][C:19]3[CH:18]=[C:17]([OH:21])[CH:16]=[C:15]([OH:22])[C:14]=3[C:12](=[O:13])[CH:11]=2)=[CH:7][C:8]=1[OH:9].[CH2:23](Br)[C:24]#[CH:25]>>[CH2:23]([O:22][C:15]1[C:14]2[C:12](=[O:13])[CH:11]=[C:10]([C:6]3[CH:5]=[CH:4][C:3]([O:2][CH3:1])=[C:8]([O:9][CH2:4][C:3]#[CH:8])[CH:7]=3)[O:20][C:19]=2[CH:18]=[C:17]([O:21][CH2:7][C:6]#[CH:5])[CH:16]=1)[C:24]#[CH:25]. Procedure details: 30 g of diosmetin are alkylated with propargyl bromide under the conditions of Example 3 to yield, after recrystallisation from isopropanol, 32 g of the title compound in pure form, m.p.: 196° C. Yields the product C(C)OC(=O)C1=C(C2=CC=CC=C2C(=C1)O)O (2-ethoxycarbonyl-1,4-dihydroxynaphthalene). Procedure details: 28 g of 2-phenoxycarbonyl-1,4-dihydroxynaphthalene was dissolved in ethanol under a nitrogen stream, and 20.4 g of sodium ethylate was added thereto, followed by refluxing for 5 hours under heating. After being cooled, the solution was made weakly acidic with acetic acid, then ethanol was distilled off. Ethyl acetate and water were added thereto to separate and extract the product. The product was purified through silica gel column chromatography with an element having the same composition as th... As a reaction SMILES: [O:1]([C:8]([C:10]1[CH:19]=[C:18]([OH:20])[C:17]2[C:12](=[CH:13][CH:14]=[CH:15][CH:16]=2)[C:11]=1[OH:21])=[O:9])[C:2]1C=CC=C[CH:3]=1.CC[O-].[Na+].C(O)(=O)C>C(O)C>[CH2:2]([O:1][C:8]([C:10]1[CH:19]=[C:18]([OH:20])[C:17]2[C:12](=[CH:13][CH:14]=[CH:15][CH:16]=2)[C:11]=1[OH:21])=[O:9])[CH3:3] |f:1.2|. Solvent: C(C)O (ethanol). Starting materials: O(C1=CC=CC=C1)C(=O)C1=C(C2=CC=CC=C2C(=C1)O)O (2-phenoxycarbonyl-1,4-dihydroxynaphthalene), CC[O-].[Na+] (sodium ethylate), C(C)(=O)O (acetic acid). The reactants are N1CCCC1 (pyrrolidine), CC(=O)C (acetone), C(C)(=O)C=1C=C(C(=O)O)C=CC1O (3-acetyl-4-hydroxybenzoic acid). Solvent: C(C)#N (acetonitrile). Run at time 2 day. Product: C(=O)(O)C=1C=C2C(CC(OC2=CC1)(C)C)=O (6-Carboxy-2,2-dimethyl-4-chromanone). RXN SMILES: N1C[CH2:4][CH2:3][CH2:2]1.CC(C)=O.[C:10]([C:13]1[CH:14]=[C:15]([CH:19]=[CH:20][C:21]=1[OH:22])[C:16]([OH:18])=[O:17])(=[O:12])[CH3:11]>C(#N)C>[C:16]([C:15]1[CH:14]=[C:13]2[C:21](=[CH:20][CH:19]=1)[O:22][C:3]([CH3:4])([CH3:2])[CH2:11][C:10]2=[O:12])([OH:18])=[O:17]. Procedure: 13.8 g of pyrrolidine and 40 ml of acetone are added to a suspension of 14.7 g (0.0815 mol) of 3-acetyl-4-hydroxybenzoic acid in 200 ml of acetonitrile. The slowly discoloring solution is allowed to stand at room temperature for 2 days, the solvent is distilled off on a rotary evaporator, the residue is treated with water and adjusted to acidic pH<1 using conc. hydrochloric acid and the crystalline substance is filtered off.